From a dataset of the Open Reaction Database (ORD), a public repository of structured organic reaction records. describe an organic reaction: reactants, conditions, products, and yield The reactants are CC(C)(C)O, CC=C(C)C, [O-][Cl+][O-], ClCCl, CCCOc1ccc(F)c2c(=O)c(-c3ccc(OC)cc3)cn(CCC=O)c12, [Na+], [Na+], O, O, O, O=P([O-])(O)O. Reaction SMILES: [C:50]([OH:51])([CH3:52])([CH3:53])[CH3:54].[CH3:33][C:34](=[CH:35][CH3:36])[CH3:37].[Cl+:29]([O-:30])[O-:31].[Cl:47][CH2:48][Cl:49].[F:1][c:2]1[c:3]2[c:4](=[O:28])[c:5](-[c:20]3[cH:21][cH:22][c:23]([O:26][CH3:27])[cH:24][cH:25]3)[cH:6][n:7]([CH2:16][CH2:17][CH:18]=[O:19])[c:8]2[c:9]([O:12][CH2:13][CH2:14][CH3:15])[cH:10][cH:11]1.[Na+:32].[Na+:45].[OH2:38].[OH2:39].[OH2:46].[P:40]([O-:41])([OH:42])([OH:43])=[O:44]>>[F:1][c:2]1[c:3]2[c:4](=[O:28])[c:5](-[c:20]3[cH:21][cH:22][c:23]([O:26][CH3:27])[cH:24][cH:25]3)[cH:6][n:7]([CH2:16][CH2:17][C:18](=[O:19])[OH:30])[c:8]2[c:9]([O:12][CH2:13][CH2:14][CH3:15])[cH:10][cH:11]1. Product: CCCOc1ccc(F)c2c(=O)c(-c3ccc(OC)cc3)cn(CCC(=O)O)c12.